describe an organic reaction: reactants, conditions, products, and yield From a dataset of the Open Reaction Database (ORD), a public repository of structured organic reaction records. Reactants: O=C1NC(=O)c2ccccc21, OCCOc1ccc(F)cc1, CCOC(=O)N=NC(=O)OCC, C1CCOC1, c1ccc(P(c2ccccc2)c2ccccc2)cc1. The product is O=C1c2ccccc2C(=O)N1CCOc1ccc(F)cc1. RXN SMILES: [C:24]1(=[O:34])[NH:25][C:26](=[O:33])[c:27]2[cH:28][cH:29][cH:30][cH:31][c:32]21.[F:13][c:14]1[cH:15][cH:16][c:17]([O:18][CH2:19][CH2:20][OH:21])[cH:22][cH:23]1.[O:1]=[C:2]([O:3][CH2:4][CH3:5])[N:6]=[N:7][C:8]([O:9][CH2:10][CH3:11])=[O:12].[O:54]1[CH2:55][CH2:56][CH2:57][CH2:58]1.[c:35]1([P:36]([c:37]2[cH:38][cH:39][cH:40][cH:41][cH:42]2)[c:43]2[cH:44][cH:45][cH:46][cH:47][cH:48]2)[cH:49][cH:50][cH:51][cH:52][cH:53]1>>[F:13][c:14]1[cH:15][cH:16][c:17]([O:18][CH2:19][CH2:20][N:25]2[C:24](=[O:34])[c:32]3[c:27]([cH:28][cH:29][cH:30][cH:31]3)[C:26]2=[O:33])[cH:22][cH:23]1. Product: NC(=O)c1cc2c3ccccc3n(CC(N)CO)c2nc1N. RXN SMILES: [CH3:41][OH:42].[CH:37]([Cl:38])([Cl:39])[Cl:40].[ClH:1].[ClH:36].[I:31][Si:32]([CH3:33])([CH3:34])[CH3:35].[NH2:2][c:3]1[c:4]([C:28](=[O:29])[NH2:30])[cH:5][c:6]2[c:7]([n:8]([CH2:15][CH:16]([CH2:17][O:18][CH2:19][c:20]3[cH:21][cH:22][cH:23][cH:24][cH:25]3)[NH2:26])[c:9]3[cH:10][cH:11][cH:12][cH:13][c:14]23)[n:27]1>>[NH2:2][c:3]1[c:4]([C:28](=[O:29])[NH2:30])[cH:5][c:6]2[c:7]([n:8]([CH2:15][CH:16]([CH2:17][OH:18])[NH2:26])[c:9]3[cH:10][cH:11][cH:12][cH:13][c:14]23)[n:27]1. Reactants: CO, ClC(Cl)Cl, Cl, Cl, C[Si](C)(C)I, NC(=O)c1cc2c3ccccc3n(CC(N)COCc3ccccc3)c2nc1N. Starting materials: O(S(=O)(=O)C(F)(F)F)CCOC (methoxyethyl triflate), [H-].[Na+] (sodium hydride), C(C)(=O)N1[C@@H]([C@H]([C@@H](C=2C=CN3C(C12)=NC(=C3)C)O)OC(C(C)(C)C)=O)C3=CC=CC=C3 ((7R,8R,9R)-10-acetyl-7-hydroxy-2-methyl-9-phenyl-8-pivaloyloxy-7.8.9.10-tetrahydroimidazo[1.2-h][1.7]naphthyridine). Solvent: ClCCl (dichloromethane), CN1C(CCC1)=O (N-methyl-pyrrolidinone). Reaction conditions: time 2 hour. Yields the product C(C)(=O)N1[C@@H]([C@H]([C@@H](C=2C=CN3C(C12)=NC(=C3)C)OCCOC)OC(C(C)(C)C)=O)C3=CC=CC=C3 ((7R,8R,9R)-10-Acetyl-7-(2-methoxyethoxy)-2-methyl-9-phenyl-8-pivaloyloxy-7.8.9.10-tetrahydroimidazo[1.2-h][1.7]naphthyridine). RXN SMILES: [C:1]([N:4]1[C:13]2[C:12]3=[N:14][C:15]([CH3:17])=[CH:16][N:11]3[CH:10]=[CH:9][C:8]=2[C@@H:7]([OH:18])[C@H:6]([O:19][C:20](=[O:25])[C:21]([CH3:24])([CH3:23])[CH3:22])[C@H:5]1[C:26]1[CH:31]=[CH:30][CH:29]=[CH:28][CH:27]=1)(=[O:3])[CH3:2].O([CH2:40][CH2:41][O:42][CH3:43])S(C(F)(F)F)(=O)=O.[H-].[Na+]>ClCCl.CN1CCCC1=O>[C:1]([N:4]1[C:13]2[C:12]3=[N:14][C:15]([CH3:17])=[CH:16][N:11]3[CH:10]=[CH:9][C:8]=2[C@@H:7]([O:18][CH2:40][CH2:41][O:42][CH3:43])[C@H:6]([O:19][C:20](=[O:25])[C:21]([CH3:24])([CH3:23])[CH3:22])[C@H:5]1[C:26]1[CH:27]=[CH:28][CH:29]=[CH:30][CH:31]=1)(=[O:3])[CH3:2] |f:2.3|. Reported procedure: To a of −30° C. cooled solution of 7.40 g (17.6 mmol) (7R,8R,9R)-10-acetyl-7-hydroxy-2-methyl-9-phenyl-8-pivaloyloxy-7.8.9.10-tetrahydroimidazo[1.2-h][1.7]naphthyridine in dichloromethane (25 ml) and N-methyl-pyrrolidinone (25 ml) is added 4.00 g (19.3 mmol) methoxyethyl triflate and 1.40 g (35.2 mmol) sodium hydride and it is stirred for further 2 h at this temperature. The reaction is quenched by adding of saturated aqueous ammonium chloride solution. Subsequently the mixture is extracted twic... Starting materials: CN(C=O)C (N,N-dimethylformamide), FC1=CC=C(C=C1)N1CCN(CC1)C1=NC(NC=N1)=O (4-[4-(4-fluorophenyl)piperazin-1-yl]-1,3,5-triazin-2(1H)-one), CC1=CC=C(C=C1)S(=O)(=O)OCC=1SC(=CC1)C(F)(F)F ([5-(trifluoromethyl)thiophen-2-yl]methyl 4-methylbenzenesulfonate), C([O-])([O-])=O.[K+].[K+] (potassium carbonate), resultant mixture, CC1=CC=C(C=C1)S(=O)(=O)OCC=1SC(=CC1)C(F)(F)F ([5-(trifluoromethyl)thiophen-2-yl]methyl 4-methylbenzenesulfonate). Solvent: O (water), C(C)(=O)OCC (ethyl acetate). Reaction conditions: time 2 hour. Yields the product FC1=CC=C(C=C1)N1CCN(CC1)C1=NC(N(C=N1)CC=1SC(=CC1)C(F)(F)F)=O (4-[4-(4-Fluorophenyl)piperazin-1-yl]-1-{[5-(trifluoromethyl)thiophen-2-yl]methyl}-1,3,5-triazin-2(1H)-one). The yield is 11.9%. As a reaction SMILES: CN(C)C=O.[F:6][C:7]1[CH:12]=[CH:11][C:10]([N:13]2[CH2:18][CH2:17][N:16]([C:19]3[N:24]=[CH:23][NH:22][C:21](=[O:25])[N:20]=3)[CH2:15][CH2:14]2)=[CH:9][CH:8]=1.CC1C=CC(S(O[CH2:37][C:38]2[S:39][C:40]([C:43]([F:46])([F:45])[F:44])=[CH:41][CH:42]=2)(=O)=O)=CC=1.C(=O)([O-])[O-].[K+].[K+]>C(OCC)(=O)C.O>[F:6][C:7]1[CH:12]=[CH:11][C:10]([N:13]2[CH2:14][CH2:15][N:16]([C:19]3[N:24]=[CH:23][N:22]([CH2:37][C:38]4[S:39][C:40]([C:43]([F:46])([F:45])[F:44])=[CH:41][CH:42]=4)[C:21](=[O:25])[N:20]=3)[CH2:17][CH2:18]2)=[CH:9][CH:8]=1 |f:3.4.5|. Reported procedure: To an N,N-dimethylformamide solution (1 mL) of 4-[4-(4-fluorophenyl)piperazin-1-yl]-1,3,5-triazin-2(1H)-one (50.0 mg, 0.18 mmol) synthesized in Reference Synthesis Example 3, [5-(trifluoromethyl)thiophen-2-yl]methyl 4-methylbenzenesulfonate (121 mg, 0.36 mmol) synthesized in Reference Synthesis Example 51 and potassium carbonate (99 mg, 0.72 mmol) were added and the resultant mixture was stirred at 80° C. for 2 hours. To the reaction solution, [5-(trifluoromethyl)thiophen-2-yl]methyl 4-methylben... Reactants: C(C)(=O)OC1=C(C=C(C=CC(=O)O)C=C1)OC (4-acetoxy-3-methoxy-cinnamic acid), S(=O)(Cl)Cl (thionyl chloride), [N-]=[N+]=[N-].[Na+] (sodium azide). Run in C1=CC=CC=C1 (benzene). Run at time 48 hour. Product: C(C)(=O)OC1=C(C=C(C=CC(=O)N=[N+]=[N-])C=C1)OC (4-Acetoxy-3-methoxy-cinnamic acid azide). RXN SMILES: [C:1]([O:4][C:5]1[CH:15]=[CH:14][C:8]([CH:9]=[CH:10][C:11](O)=[O:12])=[CH:7][C:6]=1[O:16][CH3:17])(=[O:3])[CH3:2].S(Cl)(Cl)=O.[N-:22]=[N+:23]=[N-:24].[Na+]>C1C=CC=CC=1>[C:1]([O:4][C:5]1[CH:15]=[CH:14][C:8]([CH:9]=[CH:10][C:11]([N:22]=[N+:23]=[N-:24])=[O:12])=[CH:7][C:6]=1[O:16][CH3:17])(=[O:3])[CH3:2] |f:2.3|. Reported procedure: 34.0 g (0.145 mol) of 4-acetoxy-3-methoxy-cinnamic acid are suspended in 150 ml of benzene and 21 ml (0.290 ml) of thionyl chloride are added. The mixture is then heated to the boil, under a reflux condenser, for 30 minutes; thereafter, the solvent and excess thionyl chloride are removed by distillation under reduced pressure. The crude 4-acetoxy-3-methoxycinnamic acid chloride which remains is dissolved in 150 ml of absolute 1,2-dimethoxyethane, 28.3 g (0.435 mol) of sodium azide are added and ... Starting materials: BrC(=C)C1=CC(=C(C=C1)OC)OC (1-bromo-1-(3,4-dimethoxyphenyl)ethene), [Li]C(C)(C)C (t-BuLi), C(=O)C=C (acrolein). The product is COC=1C=C(C=CC1OC)C(=C)C(C=C)O (2-(3,4-dimethoxyphenyl)-1,4-pentadien-3-ol). The yield is 42.3%. Reaction SMILES: Br[C:2]([C:4]1[CH:9]=[CH:8][C:7]([O:10][CH3:11])=[C:6]([O:12][CH3:13])[CH:5]=1)=[CH2:3].[Li]C(C)(C)C.[CH:19]([CH:21]=[CH2:22])=[O:20]>>[CH3:13][O:12][C:6]1[CH:5]=[C:4]([C:2]([CH:19]([OH:20])[CH:21]=[CH2:22])=[CH2:3])[CH:9]=[CH:8][C:7]=1[O:10][CH3:11]. Procedure details: According to the General Procedure C, 1-bromo-1-(3,4-dimethoxyphenyl)ethene (1.00 g, 4.11 mmol), t-BuLi (6.05 ml, 10.28 mmol) and acrolein (691 mg, 12.33 mmol) are converted to give after workup and chromatography (SiO2, PE/EE=2:1, Rf=0.25) the title compound (382 mg, 1.74 mmol, 42%) as a yellow oil; C13H16O3 (220.26). Reactants: C(CCCCCCCCCCC)OS(=O)(=O)C1=CC=CC=C1.[Na] (sodium dodecylbenzene sulfonate), [Na] (sodium), CCCCCCCCCC=1C=CC(=CC1)O (nonylphenol), N(CCO)(CCO)CCO (triethanolamine), dicyclopentadiene sulfonate. Solvent: C(C)O (ethanol), alcohol water. Product: S([O-])(O)=O (bisulfite), C1C=CC2C1C3CC2C=C3 (dicyclopentadiene). Reaction SMILES: CCCCCC[CH2:7][CH2:8][CH2:9][C:10]1[CH:11]=[CH:12][C:13](O)=[CH:14][CH:15]=1.N(CCO)(CCO)[CH2:18]CO.C([O:39][S:40](C1C=CC=CC=1)(=[O:42])=[O:41])CCCCCCCCCCC.[Na].[Na]>C(O)C>[S:40](=[O:39])([OH:42])[O-:41].[CH2:9]1[CH:10]2[CH:15]3[CH:14]=[CH:13][CH:12]([CH:11]2[CH:7]=[CH:8]1)[CH2:18]3 |f:2.3,^1:48,49|. Reported procedure: The composition of claim 1 wherein the nonionic surfactant is the 8.5 molar ethoxylate of nonylphenol in a 6:1 (wt:wt) blend with triethanolamine in an amount of about 25 wt. %; the anionic surfactant is sodium dodecylbenzene sulfonate in an amount of about 5 wt. %; the solvent is ethanol in an amount of about 4 wt. % and the hydrotrope is the sodium salt of dicyclopentadiene sulfonate formed by bisulfite addition to dicyclopentadiene in alcohol/water solution at a pH of about 7.2 and in an amou...